This data is from the Open Reaction Database (ORD), a public repository of structured organic reaction records. The task is: describe an organic reaction: reactants, conditions, products, and yield Starting materials: BrCCCBr, O=C([O-])[O-], CCCCCCCCCCCCCCCCCCOc1cc(O)cc(N(CC(=O)OC)CC(=O)OC)c1, CC(C)=O, [K+], [K+], CN(C)C=O. Yields the product CCCCCCCCCCCCCCCCCCOc1cc(OCCCBr)cc(N(CC(=O)OC)CC(=O)OC)c1. As a reaction SMILES: [Br:38][CH2:39][CH2:40][CH2:41][Br:42].[C:43](=[O:44])([O-:45])[O-:46].[CH3:1][O:2][C:3]([CH2:4][N:5]([CH2:6][C:7](=[O:8])[O:9][CH3:10])[c:11]1[cH:12][c:13]([OH:36])[cH:14][c:15]([O:17][CH2:18][CH2:19][CH2:20][CH2:21][CH2:22][CH2:23][CH2:24][CH2:25][CH2:26][CH2:27][CH2:28][CH2:29][CH2:30][CH2:31][CH2:32][CH2:33][CH2:34][CH3:35])[cH:16]1)=[O:37].[CH3:49][C:50](=[O:51])[CH3:52].[K+:47].[K+:48].[O:53]=[CH:54][N:55]([CH3:56])[CH3:57]>>[CH3:1][O:2][C:3]([CH2:4][N:5]([CH2:6][C:7](=[O:8])[O:9][CH3:10])[c:11]1[cH:12][c:13]([O:36][CH2:41][CH2:40][CH2:39][Br:38])[cH:14][c:15]([O:17][CH2:18][CH2:19][CH2:20][CH2:21][CH2:22][CH2:23][CH2:24][CH2:25][CH2:26][CH2:27][CH2:28][CH2:29][CH2:30][CH2:31][CH2:32][CH2:33][CH2:34][CH3:35])[cH:16]1)=[O:37]. Starting materials: C1COCCO1, COC(=O)CNC(=O)c1n[nH]c2ccc(Nc3ccnc(N)n3)cc12, Cl, [Na+], [OH-]. Product: Nc1nccc(Nc2ccc3[nH]nc(C(=O)NCC(=O)O)c3c2)n1. Reaction SMILES: [CH2:29]1[O:30][CH2:31][CH2:32][O:33][CH2:34]1.[CH3:1][O:2][C:3]([CH2:4][NH:5][C:6](=[O:7])[c:8]1[n:9][nH:10][c:11]2[cH:12][cH:13][c:14]([NH:17][c:18]3[n:19][c:20]([NH2:24])[n:21][cH:22][cH:23]3)[cH:15][c:16]12)=[O:25].[ClH:28].[Na+:27].[OH-:26]>>[O:2]=[C:3]([CH2:4][NH:5][C:6](=[O:7])[c:8]1[n:9][nH:10][c:11]2[cH:12][cH:13][c:14]([NH:17][c:18]3[n:19][c:20]([NH2:24])[n:21][cH:22][cH:23]3)[cH:15][c:16]12)[OH:25].